describe an organic reaction: reactants, conditions, products, and yield From a dataset of the Open Reaction Database (ORD), a public repository of structured organic reaction records. Starting materials: Cc1noc(-c2ccc(Br)cc2)c1CCOS(C)(=O)=O, SCc1ccccc1, CCO, CCOC(C)=O, [Na+], [OH-], O. Product: Cc1noc(-c2ccc(Br)cc2)c1CCSCc1ccccc1. Reaction SMILES: [Br:11][c:12]1[cH:13][cH:14][c:15](-[c:18]2[c:19]([CH2:24][CH2:25][O:26][S:27]([CH3:28])(=[O:29])=[O:30])[c:20]([CH3:23])[n:21][o:22]2)[cH:16][cH:17]1.[CH2:1]([c:2]1[cH:3][cH:4][cH:5][cH:6][cH:7]1)[SH:8].[CH3:31][CH2:32][OH:33].[CH3:34][CH2:35][O:36][C:37]([CH3:38])=[O:39].[Na+:10].[OH-:9].[OH2:40]>>[CH2:1]([c:2]1[cH:3][cH:4][cH:5][cH:6][cH:7]1)[S:8][CH2:25][CH2:24][c:19]1[c:18](-[c:15]2[cH:14][cH:13][c:12]([Br:11])[cH:17][cH:16]2)[o:22][n:21][c:20]1[CH3:23]. Reactants: [Si](C)(C)(C(C)(C)C)OCCNCC1=CC(=NC=C1)C1=CC(=C(C(=C1)OC)OC)OC (N-[2-(tert-Butyldimethylsilyloxy)ethyl]-N-[[2-(3,4,5-trimethoxyphenyl)pyridin-4-yl]methyl]amine), C1=CC=CC=2C3=CC=CC=C3C(C12)COC(=O)N[C@@H](CC1=CC=CC=C1)C(=O)O (N-(9-fluorenylmethoxycarbonyl)-L-phenylalanine). The product is [Si](C)(C)(C(C)(C)C)OCCN(C([C@@H](NC(=O)OCC1C2=CC=CC=C2C=2C=CC=CC12)CC1=CC=CC=C1)=O)CC1=CC(=NC=C1)C1=CC(=C(C(=C1)OC)OC)OC (N-[2-(tert-butyldimethylsilyloxy)ethyl]-N-[[2-(3,4,5-trimethoxyphenyl)pyridin-4-yl]methyl]-Nα-(9-fluorenylmethoxycarbonyl)-L-phenylalanine amide). RXN SMILES: [Si:1]([O:8][CH2:9][CH2:10][NH:11][CH2:12][C:13]1[CH:18]=[CH:17][N:16]=[C:15]([C:19]2[CH:24]=[C:23]([O:25][CH3:26])[C:22]([O:27][CH3:28])=[C:21]([O:29][CH3:30])[CH:20]=2)[CH:14]=1)([C:4]([CH3:7])([CH3:6])[CH3:5])([CH3:3])[CH3:2].[CH:31]1[C:43]2[CH:42]([CH2:44][O:45][C:46]([NH:48][C@H:49]([C:57](O)=[O:58])[CH2:50][C:51]3[CH:56]=[CH:55][CH:54]=[CH:53][CH:52]=3)=[O:47])[C:41]3[C:36](=[CH:37][CH:38]=[CH:39][CH:40]=3)[C:35]=2[CH:34]=[CH:33][CH:32]=1>>[Si:1]([O:8][CH2:9][CH2:10][N:11]([CH2:12][C:13]1[CH:18]=[CH:17][N:16]=[C:15]([C:19]2[CH:20]=[C:21]([O:29][CH3:30])[C:22]([O:27][CH3:28])=[C:23]([O:25][CH3:26])[CH:24]=2)[CH:14]=1)[C:57](=[O:58])[C@H:49]([CH2:50][C:51]1[CH:52]=[CH:53][CH:54]=[CH:55][CH:56]=1)[NH:48][C:46]([O:45][CH2:44][CH:42]1[C:43]2[CH:31]=[CH:32][CH:33]=[CH:34][C:35]=2[C:36]2[C:41]1=[CH:40][CH:39]=[CH:38][CH:37]=2)=[O:47])([C:4]([CH3:7])([CH3:6])[CH3:5])([CH3:2])[CH3:3]. Procedure details: N-[2-(tert-Butyldimethylsilyloxy)ethyl]-N-[[2-(3,4,5-trimethoxyphenyl)pyridin-4-yl]methyl]amine (973 mg) and N-(9-fluorenylmethoxycarbonyl)-L-phenylalanine (871 mg) were treated in the same manner as in Preparation Example 9 to obtain the title compound.